Dataset: the Open Reaction Database (ORD), a public repository of structured organic reaction records. Task: describe an organic reaction: reactants, conditions, products, and yield Reactants: CC#N, CC(Cl)Cl, O=C1CCC(=O)N1I, O=c1[nH]cnc2occ(-c3ccccc3)c12. The product is O=c1[nH]cnc2oc(I)c(-c3ccccc3)c12. RXN SMILES: [CH3:17][C:18]#[N:19].[Cl:28][CH:29]([Cl:30])[CH3:31].[O:20]=[C:21]1[N:22]([I:27])[C:23](=[O:24])[CH2:25][CH2:26]1.[c:1]1(-[c:7]2[cH:8][o:9][c:10]3[n:11][cH:12][nH:13][c:14](=[O:16])[c:15]23)[cH:2][cH:3][cH:4][cH:5][cH:6]1>>[c:1]1(-[c:7]2[c:8]([I:27])[o:9][c:10]3[n:11][cH:12][nH:13][c:14](=[O:16])[c:15]23)[cH:2][cH:3][cH:4][cH:5][cH:6]1. Reactants: O=C([O-])[O-], C1COCCO1, [Cs+], [Cs+], CCOC(=O)c1cnn(C2CCOC2)c1-c1cc(F)c(B2OC(C)(C)C(C)(C)O2)cc1F, COc1ncc(C)c(I)c1C, O, c1ccc(P(c2ccccc2)(c2ccccc2)[Pd](P(c2ccccc2)(c2ccccc2)c2ccccc2)(P(c2ccccc2)(c2ccccc2)c2ccccc2)P(c2ccccc2)(c2ccccc2)c2ccccc2)cc1. Yields the product CCOC(=O)c1cnn(C2CCOC2)c1-c1cc(F)c(-c2c(C)cnc(OC)c2C)cc1F. RXN SMILES: [C:44](=[O:45])([O-:46])[O-:47].[CH2:50]1[O:51][CH2:52][CH2:53][O:54][CH2:55]1.[Cs+:48].[Cs+:49].[F:1][c:2]1[c:3](-[c:18]2[c:19]([C:28](=[O:29])[O:30][CH2:31][CH3:32])[cH:20][n:21][n:22]2[CH:23]2[CH2:24][O:25][CH2:26][CH2:27]2)[cH:4][c:5]([F:17])[c:6]([B:8]2[O:9][C:10]([CH3:11])([CH3:12])[C:13]([CH3:14])([CH3:15])[O:16]2)[cH:7]1.[I:33][c:34]1[c:35]([CH3:43])[c:36]([O:41][CH3:42])[n:37][cH:38][c:39]1[CH3:40].[OH2:133].[cH:56]1[cH:57][cH:58][c:59]([P:60]([Pd:61]([P:62]([c:63]2[cH:64][cH:65][cH:66][cH:67][cH:68]2)([c:69]2[cH:70][cH:71][cH:72][cH:73][cH:74]2)[c:75]2[cH:76][cH:77][cH:78][cH:79][cH:80]2)([P:81]([c:82]2[cH:83][cH:84][cH:85][cH:86][cH:87]2)([c:88]2[cH:89][cH:90][cH:91][cH:92][cH:93]2)[c:94]2[cH:95][cH:96][cH:97][cH:98][cH:99]2)[P:100]([c:101]2[cH:102][cH:103][cH:104][cH:105][cH:106]2)([c:107]2[cH:108][cH:109][cH:110][cH:111][cH:112]2)[c:113]2[cH:114][cH:115][cH:116][cH:117][cH:118]2)([c:119]2[cH:120][cH:121][cH:122][cH:123][cH:124]2)[c:125]2[cH:126][cH:127][cH:128][cH:129][cH:130]2)[cH:131][cH:132]1>>[F:1][c:2]1[c:3](-[c:18]2[c:19]([C:28](=[O:29])[O:30][CH2:31][CH3:32])[cH:20][n:21][n:22]2[CH:23]2[CH2:24][O:25][CH2:26][CH2:27]2)[cH:4][c:5]([F:17])[c:6](-[c:34]2[c:35]([CH3:43])[c:36]([O:41][CH3:42])[n:37][cH:38][c:39]2[CH3:40])[cH:7]1. The reactants are BrC=1C(=NC(=NC1)Cl)Cl (5-bromo-2,4-dichloropyrimidine), CCN(C(C)C)C(C)C (Hunig's base), C(C)(C)(C)OC(=O)NCCN (N-(tert-butoxycarbonyl)-1,2-diaminoethane). Run in C(C)O (ethanol), C(C)O (ethanol). Reaction conditions: time 20 hour. Yields the product BrC=1C(=NC(=NC1)Cl)NCCNC(OC(C)(C)C)=O (tert-butyl N-[2-[(5-bromo-2-chloro-pyrimidin-4-yl)amino]ethyl]carbamate). As a reaction SMILES: [Br:1][C:2]1[C:3](Cl)=[N:4][C:5]([Cl:8])=[N:6][CH:7]=1.CCN(C(C)C)C(C)C.[C:19]([O:23][C:24]([NH:26][CH2:27][CH2:28][NH2:29])=[O:25])([CH3:22])([CH3:21])[CH3:20]>C(O)C>[Br:1][C:2]1[C:3]([NH:29][CH2:28][CH2:27][NH:26][C:24](=[O:25])[O:23][C:19]([CH3:21])([CH3:20])[CH3:22])=[N:4][C:5]([Cl:8])=[N:6][CH:7]=1. Reported procedure: To a solution of 5-bromo-2,4-dichloropyrimidine 3.2 g (0.0135 mole) in ethanol 80 mL was added Hunig's base 3.0 mL followed by the addition of a solution of N-(tert-butoxycarbonyl)-1,2-diaminoethane 2.5 g (0.0156 mole) in 20 mL ethanol. The contents were stirred overnight for 20 hrs. The solvent was evaporated under vacuum. Ethyl acetate (200 mL) and water (100 mL) was added and the layers separated. The organic layer was dried with magnesium sulfate and then concentrated under vacuum. Column ch...